Dataset: the Open Reaction Database (ORD), a public repository of structured organic reaction records. Task: describe an organic reaction: reactants, conditions, products, and yield Starting materials: COC1=C(C=CC=C1)N1CCN(CC1)CCCN (4-(2-Methoxyphenyl)-1-(3-aminopropyl)piperazine), ClC1=NC=CC=C1 (2-chloropyridine). The solvent is C(Cl)Cl (CH2Cl2). Product: COC1=C(C=CC=C1)N1CCN(CC1)CCCNC1=NC=CC=C1 (4-(2-Methoxyphenyl)-1-(3-(pyridin-2-yl)aminopropyl)piperazine). Yield: 13.4%. As a reaction SMILES: [CH3:1][O:2][C:3]1[CH:8]=[CH:7][CH:6]=[CH:5][C:4]=1[N:9]1[CH2:14][CH2:13][N:12]([CH2:15][CH2:16][CH2:17][NH2:18])[CH2:11][CH2:10]1.Cl[C:20]1[CH:25]=[CH:24][CH:23]=[CH:22][N:21]=1>C(Cl)Cl>[CH3:1][O:2][C:3]1[CH:8]=[CH:7][CH:6]=[CH:5][C:4]=1[N:9]1[CH2:10][CH2:11][N:12]([CH2:15][CH2:16][CH2:17][NH:18][C:20]2[CH:25]=[CH:24][CH:23]=[CH:22][N:21]=2)[CH2:13][CH2:14]1. Procedure: The product of Example 27 (3.9 g, 16 mmol) and 2-chloropyridine (1.82 g, 16 mmol) were heated at 160° C. in a sealed vessel for 6 h. After cooling, the residue was taken up into CH2Cl2 (50 ml) washed with aqueous NaOH (3×50 ml), dried (MgSO4) and evaporated in vacuo. The residue was purified by chromatography [alumina; ethyl acetate-toluene (1:4)] to give the product (0.7 g) as a brown oil.